Dataset: the Open Reaction Database (ORD), a public repository of structured organic reaction records. Task: describe an organic reaction: reactants, conditions, products, and yield Run in CS(=O)C (DMSO). The product is BrC=1C=C(C=NC1)N[C@@H]1[C@@H](CCCC1)C(=O)NCC(F)(F)F ((Cis)-2-[(5-bromopyridin-3-yl)amino]-N-(2,2,2-trifluoroethyl)cyclohexane carboxamide). Reactants: BrC=1C=NC=C(C1)Br (3,5-dibromopyridine), Cl.N[C@@H]1[C@@H](CCCC1)C(=O)NCC(F)(F)F ((cis)-2-amino-N-(2,2,2-trifluoroethyl)cyclohexanecarboxamide hydrochloride), C([O-])([O-])=O.[K+].[K+] (potassium carbonate), N1[C@H](C(=O)O)CCC1 (L-proline). Procedure details: To a nitrogen degassed mixture of 3,5-dibromopyridine (8.5 g, 35.9 mmol), (cis)-2-amino-N-(2,2,2-trifluoroethyl)cyclohexanecarboxamide hydrochloride, I-5b, (9.35 g, 35.9 mmol), potassium carbonate (19.84 g, 144 mmol) and L-proline (0.826 g, 7.18 mmol), in DMSO (70 ml) was added copper(i) iodide (Strem® crushed) (0.683 g, 3.59 mmol). The reaction was sealed and heated at 80° C. for 64 hrs. Reaction was quenched into water (500 mL) and resulting solid product filtered and then slurry washed with w... As a reaction SMILES: Br[C:2]1[CH:3]=[N:4][CH:5]=[C:6]([Br:8])[CH:7]=1.Cl.[NH2:10][C@H:11]1[CH2:16][CH2:15][CH2:14][CH2:13][C@H:12]1[C:17]([NH:19][CH2:20][C:21]([F:24])([F:23])[F:22])=[O:18].C(=O)([O-])[O-].[K+].[K+].N1CCC[C@H]1C(O)=O>CS(C)=O.[Cu]I>[Br:8][C:6]1[CH:7]=[C:2]([NH:10][C@H:11]2[CH2:16][CH2:15][CH2:14][CH2:13][C@H:12]2[C:17]([NH:19][CH2:20][C:21]([F:22])([F:23])[F:24])=[O:18])[CH:3]=[N:4][CH:5]=1 |f:1.2,3.4.5|. Reagents/catalysts: [Cu]I (copper(i) iodide). Run at temperature 80 celsius. Reactants: COc1ccc(F)cc1CCC1CCC(CC#N)O1, CO, N. The product is COc1ccc(F)cc1CCC1CCC(CCN)O1. As a reaction SMILES: [C:1](#[N:2])[CH2:3][CH:4]1[O:5][CH:6]([CH2:9][CH2:10][c:11]2[c:12]([O:18][CH3:19])[cH:13][cH:14][c:15]([F:17])[cH:16]2)[CH2:7][CH2:8]1.[CH3:21][OH:22].[NH3:20]>>[CH2:1]([NH2:2])[CH2:3][CH:4]1[O:5][CH:6]([CH2:9][CH2:10][c:11]2[c:12]([O:18][CH3:19])[cH:13][cH:14][c:15]([F:17])[cH:16]2)[CH2:7][CH2:8]1. Reactants: crystals, C1(C(C=CC2=CC=CC=C12)=O)=O (1,2-naphthoquinone), N(N)C1=NC(=NC(=C1C(F)(F)F)OC)C (4-hydrazino-6-methoxy-2-methyl-5-(trifluoromethyl)pyrimidine), C1(C(C=CC2=CC=CC=C12)=O)=O (1,2-naphthoquinone). Run in C(C)(=O)O (acetic acid). Run at temperature 110 celsius. Product: COC1=C(C(=NC(=N1)C)N=NC1=C(C2=CC=CC=C2C=C1)O)C(F)(F)F (2-[6-methoxy-2-methyl-5-(trifluoromethyl)-4-pyrimidinylazo]-1-naphthol). Reaction SMILES: [C:1]1(=[O:12])[C:10]2[C:5](=[CH:6][CH:7]=[CH:8][CH:9]=2)[CH:4]=[CH:3][C:2]1=O.[NH:13]([C:15]1[C:20]([C:21]([F:24])([F:23])[F:22])=[C:19]([O:25][CH3:26])[N:18]=[C:17]([CH3:27])[N:16]=1)[NH2:14]>C(O)(=O)C>[CH3:26][O:25][C:19]1[N:18]=[C:17]([CH3:27])[N:16]=[C:15]([N:13]=[N:14][C:2]2[CH:3]=[CH:4][C:5]3[C:10](=[CH:9][CH:8]=[CH:7][CH:6]=3)[C:1]=2[OH:12])[C:20]=1[C:21]([F:24])([F:23])[F:22]. Procedure: Then, a flask was loaded with acetic acid (50 ml) and 1,2-naphthoquinone (2.9 g), and the temperature was raised up to 110° C. with stirring to dissolve 1,2-naphthoquinone. To this mixture, 4-hydrazino-6-methoxy-2-methyl-5-(trifluoromethyl)pyrimidine (4 g) was added in 30 minutes. After stirring at 110° C. for 3 hours, the heating was stopped and left to cool. The reaction mixture was filtrated. The filtrated crystals were recrystallized with dioxane to give crystals, which were then filtrated a... The reactants are O=C1N([C@H](CC1)COC(C1=CC=CC=C1)(C1=CC=CC=C1)C1=CC=CC=C1)C1=CC(=C(C#N)C=C1)C(F)(F)F ((R)-4-(2-oxo-5-((trityloxy)methyl)pyrrolidin-1-yl)-2-(trifluoro methyl)benzonitrile), Cl (HCl). The solvent is O1CCOCC1 (1,4-dioxane), O (H2O), O1CCOCC1 (dioxane). Run at time 16 hour. The product is OC[C@@H]1N(C(CC1)=O)C1=CC(=C(C#N)C=C1)C(F)(F)F ((R)-4-(2-(hydroxymethyl)-5-oxopyrrolidin-1-yl)-2-(trifluoromethyl)benzonitrile). Yield: 98.9%. RXN SMILES: [O:1]=[C:2]1[CH2:6][CH2:5][C@H:4]([CH2:7][O:8]C(C2C=CC=CC=2)(C2C=CC=CC=2)C2C=CC=CC=2)[N:3]1[C:28]1[CH:35]=[CH:34][C:31]([C:32]#[N:33])=[C:30]([C:36]([F:39])([F:38])[F:37])[CH:29]=1.Cl>O1CCOCC1.O>[OH:8][CH2:7][C@H:4]1[CH2:5][CH2:6][C:2](=[O:1])[N:3]1[C:28]1[CH:35]=[CH:34][C:31]([C:32]#[N:33])=[C:30]([C:36]([F:39])([F:37])[F:38])[CH:29]=1. Procedure details: To a solution of (R)-4-(2-oxo-5-((trityloxy)methyl)pyrrolidin-1-yl)-2-(trifluoro methyl)benzonitrile 1d (3 g, 5.69 mmol) in 1,4-dioxane (30 mL), cooled to 0° C., 2M HCl in dioxane (30 mL) was added. The reaction mixture was then warmed up to room temperature and stirred for 16 h. After completion (by TLC), the reaction mixture was diluted with H2O (20 mL) and extracted with EtOAc (3×75 mL). The combined organic extracts were dried over Na2SO4 and concentrated under reduced pressure. The crude ma... The reactants are C1(CCC1)S(=O)(=O)Cl (cyclobutylsulfonyl chloride), FC1=CC(=C(C(=C1F)NC1=C(C=C(C=C1)I)F)N)OC (5,6-difluoro-N1-(2-fluoro-4-iodophenyl)-3-methoxy-benzene-1,2-diamine). Product: FC=1C(=C(C(=CC1F)OC)NS(=O)(=O)C1CCC1)NC1=C(C=C(C=C1)I)F (N-(3,4-difluoro-2-(2-fluoro-4-iodophenylamino)-6-methoxyphenyl)cyclobutanesulfonamide). Yield: 75.0%. RXN SMILES: [CH:1]1([S:5](Cl)(=[O:7])=[O:6])[CH2:4][CH2:3][CH2:2]1.[F:9][C:10]1[C:15]([F:16])=[C:14]([NH:17][C:18]2[CH:23]=[CH:22][C:21]([I:24])=[CH:20][C:19]=2[F:25])[C:13]([NH2:26])=[C:12]([O:27][CH3:28])[CH:11]=1>>[F:16][C:15]1[C:14]([NH:17][C:18]2[CH:23]=[CH:22][C:21]([I:24])=[CH:20][C:19]=2[F:25])=[C:13]([NH:26][S:5]([CH:1]2[CH2:4][CH2:3][CH2:2]2)(=[O:7])=[O:6])[C:12]([O:27][CH3:28])=[CH:11][C:10]=1[F:9]. Procedure: According to the general procedure B, the cyclobutylsulfonyl chloride prepared in the step above was reacted with 5,6-difluoro-N1-(2-fluoro-4-iodophenyl)-3-methoxy-benzene-1,2-diamine to obtain the title product. Yield: 75%. 1H-NMR (300 MHz, CDCl3): δ=7.44 (s, 1H, br), 7.41-7.36 (dd, 1H), 7.24-7.23 (m, 1H), 6.54-6.38 (m, 2H), 5.90 (s, 1H, br), 3.85-3.75 (m, 5H), 2.60-2.40 (m, 2H), 2.25-2.15 (m, 1H), 2.15-1.95 (m, 2H); m/z=511 [M−1]−. Starting materials: O=C([O-])[O-], CC(C)CS, CN(C)C=O, Cl, [Cs+], [Cs+], CS(=O)(=O)c1ccc(F)c(C(=O)O)c1. Product: CC(C)CSc1ccc(S(C)(=O)=O)cc1C(=O)O. As a reaction SMILES: [C:15](=[O:16])([O-:17])[O-:18].[CH3:21][CH:22]([CH2:23][SH:24])[CH3:25].[CH3:27][N:28]([CH3:29])[CH:30]=[O:31].[ClH:26].[Cs+:19].[Cs+:20].[F:1][c:2]1[c:3]([C:4](=[O:5])[OH:6])[cH:7][c:8]([S:11](=[O:12])(=[O:13])[CH3:14])[cH:9][cH:10]1>>[c:2]1([S:24][CH2:23][CH:22]([CH3:21])[CH3:25])[c:3]([C:4](=[O:5])[OH:6])[cH:7][c:8]([S:11](=[O:12])(=[O:13])[CH3:14])[cH:9][cH:10]1.